Dataset: the Open Reaction Database (ORD), a public repository of structured organic reaction records. Task: describe an organic reaction: reactants, conditions, products, and yield The reactants are N#Cc1cc2c(Oc3ccc(NC(=O)Nc4ccc(F)cc4)cc3)ccnc2cc1OCc1ccccc1, O=C(O)C(F)(F)F, CSc1ccccc1. Yields the product N#Cc1cc2c(Oc3ccc(NC(=O)Nc4ccc(F)cc4)cc3)ccnc2cc1O. As a reaction SMILES: [CH2:1]([c:2]1[cH:3][cH:4][cH:5][cH:6][cH:7]1)[O:8][c:9]1[c:10]([C:37]#[N:38])[cH:11][c:12]2[c:13]([O:19][c:20]3[cH:21][cH:22][c:23]([NH:26][C:27](=[O:28])[NH:29][c:30]4[cH:31][cH:32][c:33]([F:36])[cH:34][cH:35]4)[cH:24][cH:25]3)[cH:14][cH:15][n:16][c:17]2[cH:18]1.[OH:47][C:48]([C:49]([F:50])([F:51])[F:52])=[O:53].[c:39]1([S:40][CH3:41])[cH:42][cH:43][cH:44][cH:45][cH:46]1>>[OH:8][c:9]1[c:10]([C:37]#[N:38])[cH:11][c:12]2[c:13]([O:19][c:20]3[cH:21][cH:22][c:23]([NH:26][C:27](=[O:28])[NH:29][c:30]4[cH:31][cH:32][c:33]([F:36])[cH:34][cH:35]4)[cH:24][cH:25]3)[cH:14][cH:15][n:16][c:17]2[cH:18]1. The reactants are BrB(Br)Br, CCN(CC)C(=O)c1ccc(Cc2ccccc2OC)cc1, ClCCl. Yields the product CCN(CC)C(=O)c1ccc(Cc2ccccc2O)cc1. As a reaction SMILES: [B:23]([Br:24])([Br:25])[Br:26].[CH2:1]([CH3:2])[N:3]([C:4](=[O:5])[c:6]1[cH:7][cH:8][c:9]([CH2:10][c:11]2[c:12]([O:17][CH3:18])[cH:13][cH:14][cH:15][cH:16]2)[cH:19][cH:20]1)[CH2:21][CH3:22].[Cl:27][CH2:28][Cl:29]>>[CH2:1]([CH3:2])[N:3]([C:4](=[O:5])[c:6]1[cH:7][cH:8][c:9]([CH2:10][c:11]2[c:12]([OH:17])[cH:13][cH:14][cH:15][cH:16]2)[cH:19][cH:20]1)[CH2:21][CH3:22].